This data is from the Open Reaction Database (ORD), a public repository of structured organic reaction records. The task is: describe an organic reaction: reactants, conditions, products, and yield Reactants: CC(C)(C)O, Cc1cccc(C(C)(C)C)c1O, CCCCCCCCCCCCN1C(=O)C=CC1=O, [H-], [Na+]. Product: CCCCCCCCCCCCN1C(=O)CC(c2cc(C)c(O)c(C(C)(C)C)c2)C1=O. RXN SMILES: [C:34]([OH:35])([CH3:36])([CH3:37])[CH3:38].[C:3]([CH3:4])([CH3:5])([CH3:6])[c:7]1[c:8]([OH:14])[c:9]([CH3:13])[cH:10][cH:11][cH:12]1.[CH2:15]([CH2:16][CH2:17][CH2:18][CH2:19][CH2:20][CH2:21][CH2:22][CH2:23][CH2:24][CH2:25][CH3:26])[N:27]1[C:28](=[O:33])[CH:29]=[CH:30][C:31]1=[O:32].[H-:1].[Na+:2]>>[C:3]([CH3:4])([CH3:5])([CH3:6])[c:7]1[c:8]([OH:14])[c:9]([CH3:13])[cH:10][c:11]([CH:30]2[CH2:29][C:28](=[O:33])[N:27]([CH2:15][CH2:16][CH2:17][CH2:18][CH2:19][CH2:20][CH2:21][CH2:22][CH2:23][CH2:24][CH2:25][CH3:26])[C:31]2=[O:32])[cH:12]1. The reactants are C(C1=CC=CC=C1)N1C(=C(C2=CC=C(C=C12)Cl)SC=1C=C(C=NO)C=CC1)C (3-(1-Benzyl-6-chloro-2-methyl-1H-indol-3-ylsulfanyl)-benzaldehyde oxime). Run in C(C)(=O)OC(C)=O (acetic anhydride), CCOC(=O)C (EtOAc). Conditions: temperature 135 celsius. The product is C(C1=CC=CC=C1)N1C(=C(C2=CC=C(C=C12)Cl)SC=1C=C(C#N)C=CC1)C (3-(1-Benzyl-6-chloro-2-methyl-1H-indol-3-ylsulfanyl)-benzonitrile). As a reaction SMILES: [CH2:1]([N:8]1[C:16]2[C:11](=[CH:12][CH:13]=[C:14]([Cl:17])[CH:15]=2)[C:10]([S:18][C:19]2[CH:20]=[C:21]([CH:25]=[CH:26][CH:27]=2)[CH:22]=[N:23]O)=[C:9]1[CH3:28])[C:2]1[CH:7]=[CH:6][CH:5]=[CH:4][CH:3]=1>C(OC(=O)C)(=O)C.CCOC(C)=O>[CH2:1]([N:8]1[C:16]2[C:11](=[CH:12][CH:13]=[C:14]([Cl:17])[CH:15]=2)[C:10]([S:18][C:19]2[CH:20]=[C:21]([CH:25]=[CH:26][CH:27]=2)[C:22]#[N:23])=[C:9]1[CH3:28])[C:2]1[CH:3]=[CH:4][CH:5]=[CH:6][CH:7]=1. Reported procedure: 3-(1-Benzyl-6-chloro-2-methyl-1H-indol-3-ylsulfanyl)-benzaldehyde oxime from the previous step was dissolved in acetic anhydride (0.500 mL) and the reaction was heated to 135° C. overnight. The reaction mixture was diluted with EtOAc then concentrated and purified by silica gel chromatography (0-50% EtOAc in hexanes) to give the title compound. Reactants: ice, Cl (HCl), CC1=C(C=CC(=C1)\C=C\[N+](=O)[O-])OC (methyl 2-methyl-4-[(E)-2-nitroethenyl]phenyl ether), B (borane), 90C. The solvent is C1CCOC1 (THF). Yields the product COC1=C(C=C(C=C1)CCN)C (2-(4-methoxy-3-methylphenyl)ethanamine). Isolated yield 80.8%. Reaction SMILES: [CH3:1][C:2]1[CH:7]=[C:6](/[CH:8]=[CH:9]/[N+:10]([O-])=O)[CH:5]=[CH:4][C:3]=1[O:13][CH3:14].B.Cl>C1COCC1>[CH3:14][O:13][C:3]1[CH:4]=[CH:5][C:6]([CH2:8][CH2:9][NH2:10])=[CH:7][C:2]=1[CH3:1]. Procedure: A solution of methyl 2-methyl-4-[(E)-2-nitroethenyl]phenyl ether (7.89 g; 40.88 mmol) in dry THF (50 ml) was added to borane (245 ml of 1M solution in THF; 245 mmol), under nitrogen, dropwise over 20 minutes. The reaction mixture was then heated to 90C. After 14 hr it was cooled to rt and ice-cold water (100 ml) was added dropwise over 30 minutes. The pH was adjusted to ˜2 with 1N HCl and heated to reflux for 5 hr. Upon cooling, the reaction mixture was extracted with ethyl ether (2×300 ml) and ... Reactants: C(C)N (Ethylamine), BrC=1C=C2C(=NNC2=CC1)C(=O)O (5-bromo-1H-indazole-3-carboxylic acid), C(C(=O)Cl)(=O)Cl (oxalyl chloride). Reagents/catalysts: CN(C=O)C (N,N-dimethylformamide). Run in ClCCl (dichloromethane). Conditions: time 8 hour. The product is BrC=1C=C2C(=NNC2=CC1)C(=O)NCC (5-bromo-N-ethyl-1H-indazole-3-carboxamide). Yield: 94.7%. Reaction SMILES: [Br:1][C:2]1[CH:3]=[C:4]2[C:8](=[CH:9][CH:10]=1)[NH:7][N:6]=[C:5]2[C:11]([OH:13])=O.C(Cl)(=O)C(Cl)=O.[CH2:20]([NH2:22])[CH3:21]>ClCCl.CN(C)C=O>[Br:1][C:2]1[CH:3]=[C:4]2[C:8](=[CH:9][CH:10]=1)[NH:7][N:6]=[C:5]2[C:11]([NH:22][CH2:20][CH3:21])=[O:13]. Procedure: To a solution of 5-bromo-1H-indazole-3-carboxylic acid (1.2 g, 5.0 mmol) in dichloromethane (20 mL) was added oxalyl chloride (1.26 g, 10 mmol) and 1 drop of N,N-dimethylformamide. The mixture was stirred at room temperature under a nitrogen atmosphere overnight. The reaction was concentrated and the residue was dissolved in dichloromethane (20 mL). Ethylamine (1.1 g, 25 mmol) was added dropwise. The reaction was allowed to stir at room temperature for 4 hours. The reaction mixture was concentra... Starting materials: ClCCl, C[Al](C)C, COC(=O)c1cc(-c2ccccc2)nc2ccccc12, Cc1ccccc1, CO, C, O, CCC(N)(CN)c1ccccc1. Yields the product CCC1(c2ccccc2)CNC(c2cc(-c3ccccc3)nc3ccccc23)=N1. RXN SMILES: [CH2:47]([Cl:48])[Cl:49].[CH3:13][Al:14]([CH3:15])[CH3:16].[CH3:18][O:19][C:20](=[O:21])[c:22]1[cH:23][c:24](-[c:32]2[cH:33][cH:34][cH:35][cH:36][cH:37]2)[n:25][c:26]2[cH:27][cH:28][cH:29][cH:30][c:31]12.[CH3:38][c:39]1[cH:40][cH:41][cH:42][cH:43][cH:44]1.[CH3:45][OH:46].[CH4:17].[OH2:50].[c:1]1([C:7]([CH2:8][NH2:9])([CH2:10][CH3:11])[NH2:12])[cH:2][cH:3][cH:4][cH:5][cH:6]1>>[c:1]1([C:7]2([CH2:10][CH3:11])[CH2:8][NH:9][C:20]([c:22]3[cH:23][c:24](-[c:32]4[cH:33][cH:34][cH:35][cH:36][cH:37]4)[n:25][c:26]4[cH:27][cH:28][cH:29][cH:30][c:31]34)=[N:12]2)[cH:2][cH:3][cH:4][cH:5][cH:6]1.